describe an organic reaction: reactants, conditions, products, and yield From a dataset of the Open Reaction Database (ORD), a public repository of structured organic reaction records. The reactants are CI, CS(C)=O, [K+], [OH-], O, O=C(c1ccc(F)cc1)c1c(-c2ccc(OCCN3CCCC3)cc2)sc2c(O)cccc12. Yields the product COc1cccc2c(C(=O)c3ccc(F)cc3)c(-c3ccc(OCCN4CCCC4)cc3)sc12. As a reaction SMILES: [CH3:36][I:37].[CH3:39][S:40]([CH3:41])=[O:42].[K+:2].[OH-:1].[OH2:38].[OH:3][c:4]1[cH:5][cH:6][cH:7][c:8]2[c:9]1[s:10][c:11](-[c:22]1[cH:23][cH:24][c:25]([O:28][CH2:29][CH2:30][N:31]3[CH2:32][CH2:33][CH2:34][CH2:35]3)[cH:26][cH:27]1)[c:12]2[C:13](=[O:14])[c:15]1[cH:16][cH:17][c:18]([F:21])[cH:19][cH:20]1>>[O:3]([c:4]1[cH:5][cH:6][cH:7][c:8]2[c:9]1[s:10][c:11](-[c:22]1[cH:23][cH:24][c:25]([O:28][CH2:29][CH2:30][N:31]3[CH2:32][CH2:33][CH2:34][CH2:35]3)[cH:26][cH:27]1)[c:12]2[C:13](=[O:14])[c:15]1[cH:16][cH:17][c:18]([F:21])[cH:19][cH:20]1)[CH3:36]. Procedure: 3.2 g of pyridine in 10 ml of benzene is added dropwise at 5° C. to a solution of 8 g of 3-phenoxy-α-vinyl-benzyl alcohol in 30 ml of benzene, and at 10° C. is subsequently added 8 g of 2,2-dimethyl-3-(dichlorovinyl)-cyclopropanecarboxylic acid chloride. The reaction mixture is stirred for two hours at room temperature and is then allowed to stand for 12 hours. In further processing, the reaction mixture is diluted with ice water, the organic phase is extracted 3 times with 100 ml of 3% HCl solu... Solvent: C1=CC=CC=C1 (benzene), C1=CC=CC=C1 (benzene), ice water. RXN SMILES: N1C=CC=CC=1.[O:7]([C:14]1[CH:15]=[C:16]([CH:21]=[CH:22][CH:23]=1)[CH:17]([OH:20])[CH:18]=[CH2:19])[C:8]1[CH:13]=[CH:12][CH:11]=[CH:10][CH:9]=1.[CH3:24][C:25]1([CH3:35])[CH:27]([CH:28]=[C:29]([Cl:31])[Cl:30])[CH:26]1[C:32](Cl)=[O:33]>C1C=CC=CC=1>[O:7]([C:14]1[CH:15]=[C:16]([CH:21]=[CH:22][CH:23]=1)[CH:17]([O:20][C:32]([CH:26]1[CH:27]([CH:28]=[C:29]([Cl:30])[Cl:31])[C:25]1([CH3:35])[CH3:24])=[O:33])[CH:18]=[CH2:19])[C:8]1[CH:9]=[CH:10][CH:11]=[CH:12][CH:13]=1. The reactants are N1=CC=CC=C1 (pyridine), O(C1=CC=CC=C1)C=1C=C(C(C=C)O)C=CC1 (3-phenoxy-α-vinyl-benzyl alcohol), isomeric mixture, CC1(C(C1C=C(Cl)Cl)C(=O)Cl)C (2,2-dimethyl-3-(dichlorovinyl)-cyclopropanecarboxylic acid chloride). The product is O(C1=CC=CC=C1)C=1C=C(C(C=C)OC(=O)C2C(C2C=C(Cl)Cl)(C)C)C=CC1 (2,2-dimethyl-3-(2,2-dichlorovinyl)-cyclopropanecarboxylic acid-3-(phenoxy)-α-vinylbenzyl ester). Conditions: time 2 hour. The reactants are [Al+3], C1CCOC1, CC(C)(C)OC(=O)N1CCCC1CNc1ccnc(Nc2cccc(Cl)c2)n1, [H-], [H-], [H-], [H-], [Li+]. Yields the product CN1CCCC1CNc1ccnc(Nc2cccc(Cl)c2)n1. As a reaction SMILES: [Al+3:30].[CH2:35]1[O:36][CH2:37][CH2:38][CH2:39]1.[Cl:1][c:2]1[cH:3][c:4]([NH:8][c:9]2[n:10][cH:11][cH:12][c:13]([NH:15][CH2:16][CH:17]3[N:18]([C:22]([O:23][C:24]([CH3:25])([CH3:26])[CH3:27])=[O:28])[CH2:19][CH2:20][CH2:21]3)[n:14]2)[cH:5][cH:6][cH:7]1.[H-:29].[H-:32].[H-:33].[H-:34].[Li+:31]>>[Cl:1][c:2]1[cH:3][c:4]([NH:8][c:9]2[n:10][cH:11][cH:12][c:13]([NH:15][CH2:16][CH:17]3[N:18]([CH3:22])[CH2:19][CH2:20][CH2:21]3)[n:14]2)[cH:5][cH:6][cH:7]1. The reactants are C(=O)(Cl)Cl (phosgene), C1(=CC=CC=C1)C (toluene), N[C@@H](C(C)C)C(=O)OC.Cl (H-Val-OCH3.HCl). Product: COC([C@H](C(C)C)N=C=O)=O ((S)-2-isocyanato-3-methylbutanoic acid methyl ester). As a reaction SMILES: [C:1](Cl)(Cl)=[O:2].C1(C)C=CC=CC=1.[NH2:12][C@H:13]([C:17]([O:19][CH3:20])=[O:18])[CH:14]([CH3:16])[CH3:15].Cl>>[CH3:20][O:19][C:17](=[O:18])[C@@H:13]([N:12]=[C:1]=[O:2])[CH:14]([CH3:16])[CH3:15] |f:2.3|. Procedure details: A solution of 1.9M phosgene in toluene (9.41 mL, 17.89 mmol) was added to a suspension of H-Val-OCH3.HCl (1.0 g, 5.96 mmol). The reaction mixture was heated at reflux for 2 h under a dry ice condenser, cooled to room temperature, sparged vigorously with nitrogen for 1.5 h and then concentrated to dryness. Toluene (5 mL) was added to the residue and the resulting solution concentrated to dryness to give (S)-2-isocyanato-3-methylbutanoic acid methyl ester. This product was dried under high vacuum ... The reactants are NC1=NS(N=C1NCCSCC1=CSC(=C1)CN(C)C)=O (3-amino-4-{2-[(5-dimethylaminomethyl-3-thienyl)methylthio]ethylamino}-1,2,5-thiadiazole 1-oxide), NC1=NS(N=C1NCCSCC=1OC(=CC1)CN(C)C)=O (3-amino-4-{2-[(5-dimethylaminomethyl-2-furyl)methylthio]ethylamino}-1,2,5-thiadiazole 1-oxide). The product is NC1=NSN=C1NCCSCC=1OC(=CC1)CN(C)C (3-Amino-4-{2-[(5-dimethylaminomethyl-2-furyl)methylthio]ethyl-amino}-1,2,5-thiadiazole). RXN SMILES: NC1C(NCCSCC2C=C(CN(C)C)SC=2)=NS(=O)N=1.[NH2:22][C:23]1[C:27]([NH:28][CH2:29][CH2:30][S:31][CH2:32][C:33]2[O:34][C:35]([CH2:38][N:39]([CH3:41])[CH3:40])=[CH:36][CH:37]=2)=[N:26][S:25](=O)[N:24]=1>>[NH2:22][C:23]1[C:27]([NH:28][CH2:29][CH2:30][S:31][CH2:32][C:33]2[O:34][C:35]([CH2:38][N:39]([CH3:41])[CH3:40])=[CH:36][CH:37]=2)=[N:26][S:25][N:24]=1. Procedure: The general procedure of Example 5 is repeated except that the 3-amino-4-{2-[(5-dimethylaminomethyl-3-thienyl)methylthio]ethylamino}-1,2,5-thiadiazole 1-oxide utilized therein is replaced by an equimolar amount of 3-amino-4-{2-[(5-dimethylaminomethyl-2-furyl)methylthio]ethylamino}-1,2,5-thiadiazole 1-oxide [prepared according to U.S. Pat. No. 4,374,248], and the title compound is thereby produced. Treatment of a portion of the product with an equivalent amount of 2 N HCl in methanol produces the... Reactants: C1(=CC=CC=C1)COC(NC=1SC(C2=C(N1)N(C=N2)[C@H]2[C@H](O)[C@H](O)[C@H](O2)CO)=O)=O ([3,7-dihydro-7-oxo-3-(β-D-ribofuranosyl)imidazo[4,5-d][1,3]thiazin-5-yl]carbamic acid phenylmethyl ester). The reagents and catalysts are catalyst, [Pd] (palladium on charcoal). Solvent: CN(C)C=O (DMF). Reaction conditions: time 6 hour. The product is [C@@H]1([C@H](O)[C@H](O)[C@@H](CO)O1)N1C=NC=2C(=O)SC(N)=NC12 (1-thiaguanosine). Reaction SMILES: C1(COC(=O)[NH:10][C:11]2[S:12][C:13](=[O:29])[C:14]3[N:19]=[CH:18][N:17]([C@@H:20]4[O:26][C@H:25]([CH2:27][OH:28])[C@@H:23]([OH:24])[C@H:21]4[OH:22])[C:15]=3[N:16]=2)C=CC=CC=1>CN(C=O)C.[Pd]>[C@@H:20]1([N:17]2[C:15]3[N:16]=[C:11]([NH2:10])[S:12][C:13](=[O:29])[C:14]=3[N:19]=[CH:18]2)[O:26][C@H:25]([CH2:27][OH:28])[C@@H:23]([OH:24])[C@H:21]1[OH:22]. Procedure: A solution of [3,7-dihydro-7-oxo-3-(β-D-ribofuranosyl)imidazo[4,5-d][1,3]thiazin-5-yl]carbamic acid phenylmethyl ester (170 mg, 0.39 mmol) in dry DMF (10 mL) was hydrogenated in the presence of 10% palladium on charcoal (200 mg) at room temperature and 50 psig for 6 h. Additional catalyst (200 mg) was added and hydrogenation continued for another 16 h. Catalyst was removed by filtration and was washed with DMF (10 mL) and ethanol (10 mL). The washing and filtrate were combined and concentrated u... Reactants: COc1ccc(C(C#N)C2(O)CCCCC2)cc1, CO, CC(=O)O, N. Product: COc1ccc(C(CN)C2(O)CCCCC2)cc1. As a reaction SMILES: [C:4](#[N:5])[CH:6]([C:7]1([OH:13])[CH2:8][CH2:9][CH2:10][CH2:11][CH2:12]1)[c:14]1[cH:15][cH:16][c:17]([O:20][CH3:21])[cH:18][cH:19]1.[CH3:1][OH:2].[CH3:22][C:23](=[O:24])[OH:25].[NH3:3]>>[CH2:4]([NH2:5])[CH:6]([C:7]1([OH:13])[CH2:8][CH2:9][CH2:10][CH2:11][CH2:12]1)[c:14]1[cH:15][cH:16][c:17]([O:20][CH3:21])[cH:18][cH:19]1.